From a dataset of the Open Reaction Database (ORD), a public repository of structured organic reaction records. describe an organic reaction: reactants, conditions, products, and yield Reactants: C(C)(C)(C)OC(CC(C=1C=NC(=CC1)OC)NCCNCCCC1=NC(=CC=C1)NCC1CC1)=O (3-(2-{3-[6-(Cyclopropylmethyl-amino)-pyridin-2-yl]-propylamino}-ethylamino)-3-(6-methoxy-pyridin-3-yl)-propionic acid tert-butyl ester), CCN(C(C)C)C(C)C (DIPEA), O1CCOCC1 (1,4-dioxane). The solvent is C(Cl)Cl (CH2Cl2). The product is C(C)(C)(C)OC(CCC=1C=NC(=CC1)OC)=O (3-(6-methoxy-pyridin-3-yl)-propionic acid tert-butyl ester). The yield is 147.0%. As a reaction SMILES: [C:1]([O:5][C:6](=[O:35])[CH2:7][CH:8](NCCNCCCC1C=CC=C(NCC2CC2)N=1)[C:9]1[CH:10]=[N:11][C:12]([O:15][CH3:16])=[CH:13][CH:14]=1)([CH3:4])([CH3:3])[CH3:2].CCN(C(C)C)C(C)C.O1CCOCC1>C(Cl)Cl>[C:1]([O:5][C:6](=[O:35])[CH2:7][CH2:8][C:9]1[CH:10]=[N:11][C:12]([O:15][CH3:16])=[CH:13][CH:14]=1)([CH3:4])([CH3:3])[CH3:2]. Reported procedure: To a solution of diamine 2-7 (12.5 g, 25.8 mmol) and DIPEA (13.5 mL, 77.5 mmol) in CH2Cl2 (750 mL) at 0° C. was added p-NO2PhOCOCl (5.47 g, 27.1 mmol) in 4 portions. The resulting mixture was warmed to room temperature and 1,4-dioxane (750 mL) was added and refluxed for 6 h. After cooling, the solution was washed with 10% K2CO3 (3×400 mL) then brine. The organic layer was dried (Na2SO4), filtered, concentrated in vacuo, and purified by flash chromatography (silica, 50% EtOAc/hexanes) affording 9... Reactants: O (Water), OC1=CC=CC=2N(C(=NC21)C)C (4-hydroxy-1,2-dimethyl-1H-benzimidazole), ClC1=C(C(=CC=C1N(C(CN1C(C=2C(C1=O)=CC=CC2)=O)=O)C)Cl)COS(=O)(=O)C (2,6-dichloro-1-methylsulfonyloxymethyl-3-[N-methyl-N-(phthalimidoacetyl)-amino]benzene), [H-].[Na+] (sodium hydride). The solvent is CN(C=O)C (N,N-dimethylformamide). Conditions: time 15 minute. Yields the product ClC1=C(COC2=CC=CC=3N(C(=NC32)C)C)C(=CC=C1N(C)C(CN1C(C=3C(C1=O)=CC=CC3)=O)=O)Cl (4-[2,6-dichloro-3-[N-(phthalimidoacetyl)-N-methylamino]benzyloxy]-1,2-dimethyl-1H-benzimidazole). Yield: 50.5%. As a reaction SMILES: [OH:1][C:2]1[C:10]2[N:9]=[C:8]([CH3:11])[N:7]([CH3:12])[C:6]=2[CH:5]=[CH:4][CH:3]=1.[H-].[Na+].[Cl:15][C:16]1[C:21]([N:22]([CH3:37])[C:23](=[O:36])[CH2:24][N:25]2[C:29](=[O:30])[C:28]3=[CH:31][CH:32]=[CH:33][CH:34]=[C:27]3[C:26]2=[O:35])=[CH:20][CH:19]=[C:18]([Cl:38])[C:17]=1[CH2:39]OS(C)(=O)=O.O>CN(C)C=O>[Cl:15][C:16]1[C:21]([N:22]([C:23](=[O:36])[CH2:24][N:25]2[C:26](=[O:35])[C:27]3=[CH:34][CH:33]=[CH:32][CH:31]=[C:28]3[C:29]2=[O:30])[CH3:37])=[CH:20][CH:19]=[C:18]([Cl:38])[C:17]=1[CH2:39][O:1][C:2]1[C:10]2[N:9]=[C:8]([CH3:11])[N:7]([CH3:12])[C:6]=2[CH:5]=[CH:4][CH:3]=1 |f:1.2|. Procedure: To a suspension of 4-hydroxy-1,2-dimethyl-1H-benzimidazole (250 mg) in N,N-dimethylformamide (2.5 ml) was added sodium hydride (60% in oil, 102 mg) under ice-cooling, and the mixture was stirred for 15 minutes at ambient temperature. To the mixture was added 2,6-dichloro-1-methylsulfonyloxymethyl-3-[N-methyl-N-(phthalimidoacetyl)-amino]benzene (799 mg), and the mixture was stirred for 3 hours at ambient temperature. Water was dropwise added thereto, and the resulting precipitates were collected ... Starting materials: N#CCBr, O=C([O-])[O-], CN(C)C=O, Oc1cc(-c2ncc(C(F)(F)F)cc2Cl)ccc1Cl, [K+], [K+]. Product: N#CCOc1cc(-c2ncc(C(F)(F)F)cc2Cl)ccc1Cl. Reaction SMILES: [Br:20][CH2:21][C:22]#[N:23].[C:24](=[O:25])([O-:26])[O-:27].[CH3:30][N:31]([CH3:32])[CH:33]=[O:34].[Cl:1][c:2]1[c:3](-[c:12]2[cH:13][c:14]([OH:19])[c:15]([Cl:18])[cH:16][cH:17]2)[n:4][cH:5][c:6]([C:8]([F:9])([F:10])[F:11])[cH:7]1.[K+:28].[K+:29]>>[Cl:1][c:2]1[c:3](-[c:12]2[cH:13][c:14]([O:19][CH2:21][C:22]#[N:23])[c:15]([Cl:18])[cH:16][cH:17]2)[n:4][cH:5][c:6]([C:8]([F:9])([F:10])[F:11])[cH:7]1. The reactants are C(C)(C)(C)OC(N[C@H]1C[C@@H]2N(CCC3=CC(=C(C=C23)OC)OC)C[C@@H]1N1C(C[C@@H](C1)CF)=O)=O ([(S,S,S)-3-((S)-4-Fluoromethyl-2-oxo-pyrrolidin-1-yl)-9,10-dimethoxy-1,3,4,6,7,11b-hexahydro-2H-pyrido [2,1-a]isoquinolin-2-yl]-carbamic acid tert-butyl ester), N[C@H]1C[C@@H]2N(CCC3=CC(=C(C=C23)OC)OC)C[C@@H]1N1C(C[C@@H](C1)CF)=O ((S)-1-((S,S,S)-2-amino-9,10-dimethoxy-1,3,4,6,7,11b-hexahydro-2H-pyrido [2,1-a]isoquinolin-3-yl)-4-fluoromethyl-pyrrolidin-2-one), Cl (hydrogen chloride). The solvent is CC(C)O (2-propanol). Conditions: time 64 hour. Yields the product C(C)(C)(C)OC(N[C@H]1C[C@@H]2N(CCC3=CC(=C(C=C23)OC)OC)C[C@@H]1N1C(C[C@H](C1)CF)=O)=O ([(S,S,S)-3-((R)-4-Fluoromethyl-2-oxo-pyrrolidin-1-yl)-9,10-dimethoxy-1,3,4,6,7,11b-hexahydro-2H-pyrido[2,1-a]isoquinolin-2-yl]-carbamic acid tert-butyl ester). Isolated yield 85.1%. Reaction SMILES: [C:1]([O:5][C:6](=[O:34])[NH:7][C@@H:8]1[C@@H:25]([N:26]2[CH2:30][C@@H:29]([CH2:31][F:32])[CH2:28][C:27]2=[O:33])[CH2:24][N:11]2[CH2:12][CH2:13][C:14]3[C:19]([C@@H:10]2[CH2:9]1)=[CH:18][C:17]([O:20][CH3:21])=[C:16]([O:22][CH3:23])[CH:15]=3)([CH3:4])([CH3:3])[CH3:2].N[C@@H]1[C@@H](N2C[C@@H](CF)CC2=O)CN2CCC3C([C@@H]2C1)=CC(OC)=C(OC)C=3.Cl>CC(O)C>[C:1]([O:5][C:6](=[O:34])[NH:7][C@@H:8]1[C@@H:25]([N:26]2[CH2:30][C@H:29]([CH2:31][F:32])[CH2:28][C:27]2=[O:33])[CH2:24][N:11]2[CH2:12][CH2:13][C:14]3[C:19]([C@@H:10]2[CH2:9]1)=[CH:18][C:17]([O:20][CH3:21])=[C:16]([O:22][CH3:23])[CH:15]=3)([CH3:4])([CH3:2])[CH3:3]. Procedure details: [(S,S,S)-3-((S)-4-Fluoromethyl-2-oxo-pyrrolidin-1-yl)-9,10-dimethoxy-1,3,4,6,7,11b-hexahydro-2H-pyrido [2,1-a]isoquinolin-2-yl]-carbamic acid tert-butyl ester (2.40 g, 5.02 mmol) was converted to (S)-1-((S,S,S)-2-amino-9,10-dimethoxy-1,3,4,6,7,11b-hexahydro-2H-pyrido [2,1-a]isoquinolin-3-yl)-4-fluoromethyl-pyrrolidin-2-one in accordance with the general method of Example 1e. The product was dissolved in 2-propanol (10 mL) and treated with hydrogen chloride (5–6 M in 2-propanol, 37 mL). The suspe... Reactants: CCOC(=O)c1c(OCC2COC(C)(C)O2)c2ccccc2n1Cc1ccc(Cl)c(Cl)c1, Cl, C1CCOC1. Yields the product CCOC(=O)c1c(OCC(O)CO)c2ccccc2n1Cc1ccc(Cl)c(Cl)c1. Reaction SMILES: [Cl:1][c:2]1[cH:3][c:4]([CH2:5][n:6]2[c:7]([C:24](=[O:25])[O:26][CH2:27][CH3:28])[c:8]([O:15][CH2:16][CH:17]3[O:18][C:19]([CH3:22])([CH3:23])[O:20][CH2:21]3)[c:9]3[cH:10][cH:11][cH:12][cH:13][c:14]23)[cH:29][cH:30][c:31]1[Cl:32].[ClH:38].[O:33]1[CH2:34][CH2:35][CH2:36][CH2:37]1>>[Cl:1][c:2]1[cH:3][c:4]([CH2:5][n:6]2[c:7]([C:24](=[O:25])[O:26][CH2:27][CH3:28])[c:8]([O:15][CH2:16][CH:17]([OH:18])[CH2:21][OH:20])[c:9]3[cH:10][cH:11][cH:12][cH:13][c:14]23)[cH:29][cH:30][c:31]1[Cl:32]. The reactants are C1(CC1)CN1C[C@H](CCC1)COC1=C(C=CC=C1C)C ((S)-1-cyclopropylmethyl-3-(2,6-dimethylphenoxymethyl)piperidine), Cl (hydrochloric acid). The solvent is CCOCC (ether), CCOCC (ether). Yields the product Cl.C1(CC1)CN1C[C@H](CCC1)COC1=C(C=CC=C1C)C ((S)-1-cyclopropylmethyl-3-(2,6-dimethylphenoxymethyl)piperidine hydrochloride). Yield: 66.0%. Reaction SMILES: [CH:1]1([CH2:4][N:5]2[CH2:10][CH2:9][CH2:8][C@H:7]([CH2:11][O:12][C:13]3[C:18]([CH3:19])=[CH:17][CH:16]=[CH:15][C:14]=3[CH3:20])[CH2:6]2)[CH2:3][CH2:2]1.[ClH:21]>CCOCC>[ClH:21].[CH:1]1([CH2:4][N:5]2[CH2:10][CH2:9][CH2:8][C@H:7]([CH2:11][O:12][C:13]3[C:14]([CH3:20])=[CH:15][CH:16]=[CH:17][C:18]=3[CH3:19])[CH2:6]2)[CH2:3][CH2:2]1 |f:3.4|. Reported procedure: The (S)-1-cyclopropylmethyl-3-(2,6-dimethylphenoxymethyl)piperidine was dissolved in dry ether (125 mL) and treated with 1M hydrochloric acid in ether (18.9 mL). The white precipitate was collected and dried under vacuum to give (S)-1-cyclopropylmethyl-3-(2,6-dimethylphenoxymethyl)piperidine hydrochloride, (3.6 g, 66%), m.p. 137.3-137.5° C.